This data is from the Open Reaction Database (ORD), a public repository of structured organic reaction records. The task is: describe an organic reaction: reactants, conditions, products, and yield The reactants are C(Cl)Cl (methylene chloride), [Li+].CCC[CH2-] (N-Butyllithium), C1C=CC2=CC=CC=C12 (indene), [Cl-].[Cl-].[Cl-].[Cl-].[Zr+4] (ZrCl4). The solvent is CCOCC (Et2O). Conditions: time 30 minute. Product: [Cl-].[Cl-].CC1=CC=C(C=C1)C=1C(C2=CC=CC=C2C1)[Zr+2]C1C(=CC2=CC=CC=C12)C1=CC=C(C=C1)C (Bis(2-(4-Methylphenyl)indenyl)zirconium Dichloride). As a reaction SMILES: [Li+].[CH3:2][CH2:3][CH2:4][CH2-:5].[CH2:6]1[C:14]2[C:9](=[CH:10][CH:11]=[CH:12][CH:13]=2)[CH:8]=[CH:7]1.[Cl-:15].[Cl-].[Cl-].[Cl-].[Zr+4:19].C(Cl)[Cl:21]>CCOCC>[Cl-:21].[Cl-:15].[CH3:2][C:3]1[CH:14]=[CH:6][C:7]([C:7]2[CH:8]([Zr+2:19][CH:6]3[C:14]4[C:9](=[CH:10][CH:11]=[CH:12][CH:13]=4)[CH:8]=[C:7]3[C:3]3[CH:2]=[CH:8][C:9]([CH3:10])=[CH:5][CH:4]=3)[C:9]3[C:14]([CH:6]=2)=[CH:13][CH:12]=[CH:11][CH:10]=3)=[CH:5][CH:4]=1 |f:0.1,3.4.5.6.7,10.11.12|. Procedure: N-Butyllithium (1.6 M in hexanes, 4.2 mL, 6.7 mmol) was added dropwise to a solution of 2-(4-methyl)phenyl)indene (1.323 g, 6.4 mmol) in Et2O (20 mL). The red-orange solution was stirred at ambient temperature for 30 min after which time the solvent was removed in vacuo. In a drybox, to the resulting solid was added ZrCl4 (0.754 g, 3.2 mmol). The solids were cooled to −78° C. and methylene chloride (60 mL) was slowly added. The solution was warmed to room temperature and kept there overnight. Th... Starting materials: C1(=CC=CC=C1)S(=O)(=O)N1C2=C(C3=CC=CC=C13)C=C(S2)C(=O)OC (Methyl 8-benzenesulphonylthieno[2,3-b]indole-2-carboxylate), S1C(=CC2=C1NC1=CC=CC=C21)C(=O)OC (Methyl thieno[2,3-b]indole-2-carboxylate), [H-].[Na+] (NaH), C(C1=CC=CC=C1)(=O)Cl (benzoyl chloride). The product is C(C1=CC=CC=C1)(=O)N1C2=C(C3=CC=CC=C13)C=C(S2)C(=O)OC (Methyl 8-benzoylthieno[2,3-b]indole-2-carboxylate). Reaction SMILES: C1(S([N:10]2[C:18]3[C:13](=[CH:14][CH:15]=[CH:16][CH:17]=3)[C:12]3[CH:19]=[C:20]([C:22]([O:24][CH3:25])=[O:23])[S:21][C:11]2=3)(=O)=O)C=CC=CC=1.S1C2NC3C(C=2C=C1C(OC)=O)=CC=CC=3.[H-].[Na+].[C:44](Cl)(=[O:51])[C:45]1[CH:50]=[CH:49][CH:48]=[CH:47][CH:46]=1>>[C:44]([N:10]1[C:18]2[C:13](=[CH:14][CH:15]=[CH:16][CH:17]=2)[C:12]2[CH:19]=[C:20]([C:22]([O:24][CH3:25])=[O:23])[S:21][C:11]1=2)(=[O:51])[C:45]1[CH:50]=[CH:49][CH:48]=[CH:47][CH:46]=1 |f:2.3|. Procedure details: Prepared analogously to (20) from (19) (0.5 g), 0.06 g NaH and 0.46 g benzoyl chloride afforded (0.7 g)(21), m.p. 149.5°-151.2° C. Reactants: C(C)(=O)NC1=CC=C(C=C1)N1C(CC(C1)COC1=CC=C(C(=O)OC)C=C1)=O (Methyl 4-[1-(4-acetylaminophenyl)-2-pyrrolidon-4-yl]methoxybenzoate), S(O)(O)(=O)=O (sulfuric acid). Run in CO (methanol). Yields the product NC1=CC=C(C=C1)N1C(CC(C1)COC1=CC=C(C(=O)OC)C=C1)=O (Methyl 4-[1-(4-aminophenyl)-2-pyrrolidon-4-yl]methoxybenzoate). Yield: 97.1%. RXN SMILES: C([NH:4][C:5]1[CH:10]=[CH:9][C:8]([N:11]2[CH2:15][CH:14]([CH2:16][O:17][C:18]3[CH:27]=[CH:26][C:21]([C:22]([O:24][CH3:25])=[O:23])=[CH:20][CH:19]=3)[CH2:13][C:12]2=[O:28])=[CH:7][CH:6]=1)(=O)C.S(=O)(=O)(O)O>CO>[NH2:4][C:5]1[CH:10]=[CH:9][C:8]([N:11]2[CH2:15][CH:14]([CH2:16][O:17][C:18]3[CH:19]=[CH:20][C:21]([C:22]([O:24][CH3:25])=[O:23])=[CH:26][CH:27]=3)[CH2:13][C:12]2=[O:28])=[CH:7][CH:6]=1. Procedure details: Methyl 4-[1-(4-acetylaminophenyl)-2-pyrrolidon-4-yl]methoxybenzoate (1.70 g) is dissolved in methanol (30 ml) and thereto is added conc. sulfuric acid (0.24 ml). The mixture is stirred under refluxing for 23 hours. Subsequently, the reaction solution is concentrated under reduced pressure, and water and the neutralization amount of sodium hydrogen carbonate are added to the resulting residue. The precipitated crystal is collected by filtration and washed with water to give the desired product (1... Starting materials: O (water), C(C1=CC=CC=C1)OC1=CC=C(C=C1)N1C(NC=2C1=NC=CC2C)=O (3-[4-(benzyloxy)phenyl]-7-methyl-1,3-dihydro-2H-imidazo[4,5-b]pyridin-2-one), IC(C)C (2-iodopropane), C([O-])([O-])=O.[K+].[K+] (potassium carbonate). The solvent is CN(C)C=O (DMF). Run at time 8 hour. Yields the product C(C1=CC=CC=C1)OC1=CC=C(C=C1)N1C(N(C=2C1=NC=CC2C)C(C)C)=O (3-[4-(benzyloxy)phenyl]-7-methyl-1-(1-methylethyl)-1,3-dihydro-2H-imidazo[4,5-b]pyridin-2-one). Reaction SMILES: [CH2:1]([O:8][C:9]1[CH:14]=[CH:13][C:12]([N:15]2[C:19]3=[N:20][CH:21]=[CH:22][C:23]([CH3:24])=[C:18]3[NH:17][C:16]2=[O:25])=[CH:11][CH:10]=1)[C:2]1[CH:7]=[CH:6][CH:5]=[CH:4][CH:3]=1.I[CH:27]([CH3:29])[CH3:28].C(=O)([O-])[O-].[K+].[K+].O>CN(C=O)C>[CH2:1]([O:8][C:9]1[CH:10]=[CH:11][C:12]([N:15]2[C:19]3=[N:20][CH:21]=[CH:22][C:23]([CH3:24])=[C:18]3[N:17]([CH:27]([CH3:29])[CH3:28])[C:16]2=[O:25])=[CH:13][CH:14]=1)[C:2]1[CH:7]=[CH:6][CH:5]=[CH:4][CH:3]=1 |f:2.3.4|. Reported procedure: A suspension of 3-[4-(benzyloxy)phenyl]-7-methyl-1,3-dihydro-2H-imidazo[4,5-b]pyridin-2-one (360 mg), 2-iodopropane (0.217 mL) and potassium carbonate (180 mg) in DMF (10 mL) was stirred overnight at room temperature. The reaction mixture was poured into water, and the mixture was extracted with AcOEt. The extract was washed with water and brine, dried over MgSO4, and concentrated under reduced pressure. The residue was purified by column chromatography (silica gel, eluted with 15%-20% AcOEt in ... Reactants: CCO, [Na+], [OH-], CN(C)c1ccc(-c2cnc3c(c2)c(C#N)cn3S(=O)(=O)c2ccccc2)cc1. Reaction SMILES: [CH3:32][CH2:33][OH:34].[Na+:31].[OH-:30].[c:1]1([S:2](=[O:3])(=[O:4])[n:10]2[cH:11][c:12]([C:28]#[N:29])[c:13]3[c:14]2[n:15][cH:16][c:17](-[c:19]2[cH:20][cH:21][c:22]([N:25]([CH3:26])[CH3:27])[cH:23][cH:24]2)[cH:18]3)[cH:5][cH:6][cH:7][cH:8][cH:9]1>>[nH:10]1[cH:11][c:12]([C:28]#[N:29])[c:13]2[c:14]1[n:15][cH:16][c:17](-[c:19]1[cH:20][cH:21][c:22]([N:25]([CH3:26])[CH3:27])[cH:23][cH:24]1)[cH:18]2. Yields the product CN(C)c1ccc(-c2cnc3[nH]cc(C#N)c3c2)cc1. Reactants: O1CCN(CC1)CCCO (3-morpholinopropan-1-ol), C(C)(C)NC(=O)[C@@H]1CC[C@@H](CC1)NC1=CC(=NC=C1[N+](=O)[O-])OCCOC (cis-N-isopropyl-4-(2-(2-methoxyethoxy)-5-nitropyridin-4-ylamino)cyclohexanecarboxamide). Yields the product C(C)(C)NC(=O)[C@@H]1CC[C@@H](CC1)NC1=CC(=NC=C1[N+](=O)[O-])OCCCN1CCOCC1 (cis-N-isopropyl-4-(2-(3-morpholinopropoxy)-5-nitropyridin-4-ylamino)cyclohexanecarboxamide). Reaction SMILES: [O:1]1[CH2:6][CH2:5][N:4]([CH2:7][CH2:8][CH2:9][OH:10])[CH2:3][CH2:2]1.[CH:11]([NH:14][C:15]([C@H:17]1[CH2:22][CH2:21][C@@H:20]([NH:23][C:24]2[C:29]([N+:30]([O-:32])=[O:31])=[CH:28][N:27]=[C:26](OCCOC)[CH:25]=2)[CH2:19][CH2:18]1)=[O:16])([CH3:13])[CH3:12]>>[CH:11]([NH:14][C:15]([C@H:17]1[CH2:18][CH2:19][C@@H:20]([NH:23][C:24]2[C:29]([N+:30]([O-:32])=[O:31])=[CH:28][N:27]=[C:26]([O:10][CH2:9][CH2:8][CH2:7][N:4]3[CH2:5][CH2:6][O:1][CH2:2][CH2:3]3)[CH:25]=2)[CH2:21][CH2:22]1)=[O:16])([CH3:13])[CH3:12]. Procedure details: Intermediate cis-N-isopropyl-4-(2-(3-morpholinopropoxy)-5-nitropyridin-4-ylamino)cyclohexanecarboxamide was prepared with 3-morpholinopropan-1-ol using a 2 step procedure analogous to that used to prepare cis-N-isopropyl-4-(2-(2-methoxyethoxy)-5-nitropyridin-4-ylamino)cyclohexanecarboxamide (200 mg). The reactants are N1(CCCC1)CCOC1=CC=C(C(=O)OC)C=C1 (Methyl 4-(2-Pyrrolidinylethyloxy)benzoate), Cl (HCl). Product: N1(CCCC1)CCOC1=CC=C(C(=O)O)C=C1 (4-[2-(Pyrrolidinyl)ethyloxy]benzoic acid). Reaction SMILES: [N:1]1([CH2:6][CH2:7][O:8][C:9]2[CH:18]=[CH:17][C:12]([C:13]([O:15]C)=[O:14])=[CH:11][CH:10]=2)[CH2:5][CH2:4][CH2:3][CH2:2]1.Cl>>[N:1]1([CH2:6][CH2:7][O:8][C:9]2[CH:10]=[CH:11][C:12]([C:13]([OH:15])=[O:14])=[CH:17][CH:18]=2)[CH2:5][CH2:4][CH2:3][CH2:2]1. Procedure: Compound 27-6 (1.5 g, 6.0 mmol) was treated with 6N HCl for 48 hours at room temperature and 60° C. for 2 hours. The solvent was removed to give 27-7 as a white solid.